Task: describe an organic reaction: reactants, conditions, products, and yield. Dataset: the Open Reaction Database (ORD), a public repository of structured organic reaction records Reactants: CC(=O)O, CO, CCCCCCCCCCCCCCc1ccc(C(C)=O)c(O)c1. RXN SMILES: [CH3:25][C:26](=[O:27])[OH:28].[CH3:29][OH:30].[OH:1][c:2]1[c:3]([C:22]([CH3:23])=[O:24])[cH:4][cH:5][c:6]([CH2:8][CH2:9][CH2:10][CH2:11][CH2:12][CH2:13][CH2:14][CH2:15][CH2:16][CH2:17][CH2:18][CH2:19][CH2:20][CH3:21])[cH:7]1>>[OH:1][c:2]1[c:3]([CH2:22][CH3:23])[cH:4][cH:5][c:6]([CH2:8][CH2:9][CH2:10][CH2:11][CH2:12][CH2:13][CH2:14][CH2:15][CH2:16][CH2:17][CH2:18][CH2:19][CH2:20][CH3:21])[cH:7]1. Product: CCCCCCCCCCCCCCc1ccc(CC)c(O)c1.